Dataset: the Open Reaction Database (ORD), a public repository of structured organic reaction records. Task: describe an organic reaction: reactants, conditions, products, and yield Reactants: BrC(C=CSc1ccccc1)=NOCc1ccccc1, CCO, ClC(Cl)Cl, [Na], Sc1ccccc1. Yields the product C(=CC(=NOCc1ccccc1)Sc1ccccc1)Sc1ccccc1. As a reaction SMILES: [CH2:12]([c:13]1[cH:14][cH:15][cH:16][cH:17][cH:18]1)[O:19][N:20]=[C:21]([CH:22]=[CH:23][S:24][c:25]1[cH:26][cH:27][cH:28][cH:29][cH:30]1)[Br:31].[CH3:9][CH2:10][OH:11].[CH:32]([Cl:33])([Cl:34])[Cl:35].[Na:1].[SH:2][c:3]1[cH:4][cH:5][cH:6][cH:7][cH:8]1>>[S:2]([c:3]1[cH:4][cH:5][cH:6][cH:7][cH:8]1)[C:21](=[N:20][O:19][CH2:12][c:13]1[cH:14][cH:15][cH:16][cH:17][cH:18]1)[CH:22]=[CH:23][S:24][c:25]1[cH:26][cH:27][cH:28][cH:29][cH:30]1. Reactants: CCOC(=O)c1sc(-c2ccc(OC)cc2)nc1C(F)F, CC(=O)O, [Li+], C1CCOC1, [OH-], O. Product: COc1ccc(-c2nc(C(F)F)c(C(=O)O)s2)cc1. RXN SMILES: [CH2:1]([CH3:2])[O:3][C:4](=[O:5])[c:6]1[c:7]([CH:19]([F:20])[F:21])[n:8][c:9](-[c:11]2[cH:12][cH:13][c:14]([O:17][CH3:18])[cH:15][cH:16]2)[s:10]1.[CH3:24][C:25](=[O:26])[OH:27].[Li+:22].[O:28]1[CH2:29][CH2:30][CH2:31][CH2:32]1.[OH-:23].[OH2:33]>>[O:3]=[C:4]([OH:5])[c:6]1[c:7]([CH:19]([F:20])[F:21])[n:8][c:9](-[c:11]2[cH:12][cH:13][c:14]([O:17][CH3:18])[cH:15][cH:16]2)[s:10]1. Starting materials: CS(=O)(=O)Cl, CCOC(C)=O, CC(OC(=O)c1ccccc1)c1ccc(C=O)cc1Cl, Cl, NO, c1ccncc1. Yields the product CC(OC(=O)c1ccccc1)c1ccc(C#N)cc1Cl. As a reaction SMILES: [CH3:24][S:25](=[O:26])(=[O:27])[Cl:28].[CH3:35][CH2:36][O:37][C:38](=[O:39])[CH3:40].[Cl:1][c:2]1[c:3]([CH:10]([CH3:11])[O:12][C:13]([c:14]2[cH:15][cH:16][cH:17][cH:18][cH:19]2)=[O:20])[cH:4][cH:5][c:6]([CH:8]=[O:9])[cH:7]1.[ClH:21].[NH2:22][OH:23].[cH:29]1[cH:30][cH:31][n:32][cH:33][cH:34]1>>[Cl:1][c:2]1[c:3]([CH:10]([CH3:11])[O:12][C:13]([c:14]2[cH:15][cH:16][cH:17][cH:18][cH:19]2)=[O:20])[cH:4][cH:5][c:6]([C:8]#[N:22])[cH:7]1. Reactants: C(=O)(O)C=1C=C2C=C(NC2=CC1)CC (5-carboxy-2-ethylindole), BrCC(=C)C (3-bromo-2-methylpropene). Yields the product C(=O)(O)C=1C=C2C=C(NC2=CC1)CCC(=C)C (5-carboxy-2-(2-methyl-1-buten-4-yl) indole). RXN SMILES: [C:1]([C:4]1[CH:5]=[C:6]2[C:10](=[CH:11][CH:12]=1)[NH:9][C:8]([CH2:13][CH3:14])=[CH:7]2)([OH:3])=[O:2].Br[CH2:16][C:17](C)=[CH2:18]>>[C:1]([C:4]1[CH:5]=[C:6]2[C:10](=[CH:11][CH:12]=1)[NH:9][C:8]([CH2:13][CH2:14][C:17]([CH3:18])=[CH2:16])=[CH:7]2)([OH:3])=[O:2]. Reported procedure: Refer to 36a) using 3-bromo-2-methylpropene as the alkylating agent Starting materials: Cl (HCl), NC=1C(=NC(=CN1)C1=CC=C(C=C1)C(N(C)C)=O)C(=O)OC (methyl 3-amino-6-[4-(dimethylcarbamoyl)phenyl]pyrazine-2-carboxylate), [OH-].[Na+] (NaOH). Solvent: CO (MeOH), O (H2O). Conditions: temperature 60 celsius. The product is NC=1C(=NC(=CN1)C1=CC=C(C=C1)C(N(C)C)=O)C(=O)O (3-amino-6-(4-(dimethylcarbamoyl)phenyl)pyrazine-2-carboxylic acid). Yield: 91.0%. As a reaction SMILES: [NH2:1][C:2]1[C:3]([C:19]([O:21]C)=[O:20])=[N:4][C:5]([C:8]2[CH:13]=[CH:12][C:11]([C:14](=[O:18])[N:15]([CH3:17])[CH3:16])=[CH:10][CH:9]=2)=[CH:6][N:7]=1.[OH-].[Na+].Cl>CO.O>[NH2:1][C:2]1[C:3]([C:19]([OH:21])=[O:20])=[N:4][C:5]([C:8]2[CH:13]=[CH:12][C:11]([C:14](=[O:18])[N:15]([CH3:17])[CH3:16])=[CH:10][CH:9]=2)=[CH:6][N:7]=1 |f:1.2|. Procedure details: To a solution of methyl 3-amino-6-[4-(dimethylcarbamoyl)phenyl]pyrazine-2-carboxylate (390 mg, 1.299 mmol) in MeOH (2.127 mL) was added a solution of NaOH (649.5 μL of 2 M, 1.299 mmol) in H2O (2.127 mL). The resulting solution was heated to 60° C. for 2 hours and then allowed to cool and neutralised with HCl. The resultant precipitate was collected and washed with ether and dried (340 mg, 91% Yield). MS (ES+) 287.08